Dataset: the Open Reaction Database (ORD), a public repository of structured organic reaction records. Task: describe an organic reaction: reactants, conditions, products, and yield Starting materials: C(C)OC(CNC(CN1C(CCC1)=O)=O)=O (N-(2-oxo-1-pyrrolidineacetyl)-glycine ethyl ester), C(CCC)N (n-butylamine). Product: C(CCC)NC(CNC(CN1C(CCC1)=O)=O)=O (N-n-butyl-2-(2-oxo-1-pyrrolidineacetamido)-acetamide). Yield: 96.9%. RXN SMILES: C(O[C:4](=[O:16])[CH2:5][NH:6][C:7](=[O:15])[CH2:8][N:9]1[CH2:13][CH2:12][CH2:11][C:10]1=[O:14])C.[CH2:17]([NH2:21])[CH2:18][CH2:19][CH3:20]>>[CH2:17]([NH:21][C:4](=[O:16])[CH2:5][NH:6][C:7](=[O:15])[CH2:8][N:9]1[CH2:13][CH2:12][CH2:11][C:10]1=[O:14])[CH2:18][CH2:19][CH3:20]. Procedure details: 9.12 g (0.04 mole) of N-(2-oxo-1-pyrrolidineacetyl)-glycine ethyl ester are heated for 12 hours under reflux with 7.7 g (0.1 mole) of n-butylamine. The reaction mixture is evaporated to dryness and the crystallized residue is washed with diethyl ether. The residual product is dried after filtration and washing with diethyl ether. 9.9 g of N-n-butyl-2-(2-oxo-1-pyrrolidineacetamido)-acetamide are thus obtained (yield: 97% of theory); M.P. 105°-106° C. Yields the product Cc1c(C(=O)NC(CCCC=O)c2cccc(C(F)(F)F)c2)cnn1-c1ccc(Cl)cc1. Reactants: ClCCl, C=CCCCC(NC(=O)c1cnn(-c2ccc(Cl)cc2)c1C)c1cccc(C(F)(F)F)c1, O=[O+][O-]. As a reaction SMILES: [Cl:36][CH2:37][Cl:38].[F:1][C:2]([c:3]1[cH:4][c:5]([CH:9]([CH2:10][CH2:11][CH2:12][CH:13]=[CH2:14])[NH:15][C:16](=[O:17])[c:18]2[cH:19][n:20][n:21](-[c:24]3[cH:25][cH:26][c:27]([Cl:30])[cH:28][cH:29]3)[c:22]2[CH3:23])[cH:6][cH:7][cH:8]1)([F:31])[F:32].[O-:33][O+:34]=[O:35]>>[F:1][C:2]([c:3]1[cH:4][c:5]([CH:9]([CH2:10][CH2:11][CH2:12][CH:13]=[O:33])[NH:15][C:16](=[O:17])[c:18]2[cH:19][n:20][n:21](-[c:24]3[cH:25][cH:26][c:27]([Cl:30])[cH:28][cH:29]3)[c:22]2[CH3:23])[cH:6][cH:7][cH:8]1)([F:31])[F:32]. Starting materials: CC(=O)O, CCO, Cc1c(Cl)ccc([N+](=O)[O-])c1Cl, [Fe]. Yields the product Cc1c(Cl)ccc(N)c1Cl. Reaction SMILES: [CH3:13][C:14](=[O:15])[OH:16].[CH3:17][CH2:18][OH:19].[Cl:1][c:2]1[c:3]([CH3:12])[c:4]([Cl:11])[cH:5][cH:6][c:7]1[N+:8]([O-:9])=[O:10].[Fe:20]>>[Cl:1][c:2]1[c:3]([CH3:12])[c:4]([Cl:11])[cH:5][cH:6][c:7]1[NH2:8].